Dataset: the Open Reaction Database (ORD), a public repository of structured organic reaction records. Task: describe an organic reaction: reactants, conditions, products, and yield Reactants: S(=O)(Cl)Cl (thionyl chloride), COC1=C(CO)C=CC=C1 (2-methoxybenzyl alcohol), C1OC=2C=C(CCl)C=CC2O1 (3,4-Methylenedioxybenzyl chloride). Run in CCOCC (ether). Reaction conditions: temperature 0 celsius, time 1.5 hour. Yields the product COC1=C(CCl)C=CC=C1 (2-Methoxybenzyl chloride). RXN SMILES: S(Cl)(Cl)=O.[CH3:5][O:6][C:7]1[CH:14]=[CH:13][CH:12]=[CH:11][C:8]=1[CH2:9]O.C1OC2C=CC(C[Cl:21])=CC=2O1>CCOCC>[CH3:5][O:6][C:7]1[CH:14]=[CH:13][CH:12]=[CH:11][C:8]=1[CH2:9][Cl:21]. Reported procedure: 16.8 ml of thionyl chloride are added dropwise, over the space of approximately 30 min, to 10 ml of 2-methoxybenzyl alcohol (Fluka, Buchs, Switzerland) and 53.76 g of diisopropylaminomethylpolystyrene (polyhunig base, see Ex. 44a)) in 200 ml of abs. ether. After the mixture has been stirred at 0° C. for a further 1.5 h, it is filtered with suction and the filtrate is concentrated on a RE and under HV. The residue is purified by chromatography on silica gel (eluent: hexane/ethyl acetate, 6:1). TL...